Dataset: the Open Reaction Database (ORD), a public repository of structured organic reaction records. Task: describe an organic reaction: reactants, conditions, products, and yield The reactants are ClC1=CC(=C(/C=C/C(=O)OC)C=C1)NS(=O)(=O)C1=CC=CC=C1 (methyl trans 4-chloro-2-(phenylsulfonylamino)cinnamate), COC=1C=C(C(CBr)=O)C=CC1 (3-methoxyphenacyl bromide). Yields the product COC(CC1=C(NC2=CC(=CC=C12)Cl)C(C1=CC(=CC=C1)OC)=O)=O (Methyl[6-chloro-2-(3-methoxybenzoyl)-1H-indol-3-yl]acetate). Reaction SMILES: [Cl:1][C:2]1[CH:13]=[CH:12][C:5](/[CH:6]=[CH:7]/[C:8]([O:10][CH3:11])=[O:9])=[C:4]([NH:14]S(C2C=CC=CC=2)(=O)=O)[CH:3]=1.[CH3:24][O:25][C:26]1[CH:27]=[C:28]([CH:33]=[CH:34][CH:35]=1)[C:29](=[O:32])[CH2:30]Br>>[CH3:11][O:10][C:8](=[O:9])[CH2:7][C:6]1[C:5]2[C:4](=[CH:3][C:2]([Cl:1])=[CH:13][CH:12]=2)[NH:14][C:30]=1[C:29](=[O:32])[C:28]1[CH:33]=[CH:34][CH:35]=[C:26]([O:25][CH3:24])[CH:27]=1. Procedure: The title compound was prepared according to the procedure described in Example 57 from methyl trans 4-chloro-2-(phenylsulfonylamino)cinnamate (step 1 of Example 8, Method A) and 3-methoxyphenacyl bromide. Procedure details: A mixture of 5,7-dimethyl-[1,2,4]-triazolo[1,5-a]pyrimidine-2-thiol (1.0 g, 5.6 mmol), 1-(2-bromoethoxy)-4-chlorobenzene (1.19 g, 5.1 mmol), potassium carbonate (1.75 g, 12.6 mmol), and anhydrous N,N-dimethylformamide (6 mL) was added to a 20 mL scintillation vial with a magnetic stirring bar. The vial was capped loosely and the mixture allowed to stir at room temperature for 30 minutes. Progress of the reaction was monitored by analytical HPLC with UV detection (Rt=8.28 min). The mixture contai... The yield is 83.7%. Yields the product ClC1=CC=C(OCCSC2=NN3C(N=C(C=C3C)C)=N2)C=C1 (2-{[2-(4-chlorophenoxy)ethyl]sulfanyl}-5,7-dimethyl-[1,2,4]triazolo[1,5-a]pyrimidine). Reaction conditions: time 30 minute. As a reaction SMILES: [CH3:1][C:2]1[CH:7]=[C:6]([CH3:8])[N:5]2[N:9]=[C:10]([SH:12])[N:11]=[C:4]2[N:3]=1.Br[CH2:14][CH2:15][O:16][C:17]1[CH:22]=[CH:21][C:20]([Cl:23])=[CH:19][CH:18]=1.C(=O)([O-])[O-].[K+].[K+].CN(C)C=O>O>[Cl:23][C:20]1[CH:21]=[CH:22][C:17]([O:16][CH2:15][CH2:14][S:12][C:10]2[N:11]=[C:4]3[N:3]=[C:2]([CH3:1])[CH:7]=[C:6]([CH3:8])[N:5]3[N:9]=2)=[CH:18][CH:19]=1 |f:2.3.4|. The solvent is O (water). The reactants are CC1=NC=2N(C(=C1)C)N=C(N2)S (5,7-dimethyl-[1,2,4]-triazolo[1,5-a]pyrimidine-2-thiol), BrCCOC1=CC=C(C=C1)Cl (1-(2-bromoethoxy)-4-chlorobenzene), C([O-])([O-])=O.[K+].[K+] (potassium carbonate), CN(C=O)C (N,N-dimethylformamide). Starting materials: O=C(O)c1cc(N(CCCl)CCCl)c([N+](=O)[O-])cc1[N+](=O)[O-], CN(C)C=O, O=S(Cl)Cl. Yields the product O=C(Cl)c1cc(N(CCCl)CCCl)c([N+](=O)[O-])cc1[N+](=O)[O-]. RXN SMILES: [Cl:1][CH2:2][CH2:3][N:4]([CH2:5][CH2:6][Cl:7])[c:8]1[c:9]([N+:20](=[O:21])[O-:22])[cH:10][c:11]([N+:17](=[O:18])[O-:19])[c:12]([C:13](=[O:14])[OH:15])[cH:16]1.[O:27]=[CH:28][N:29]([CH3:30])[CH3:31].[S:23]([Cl:24])([Cl:25])=[O:26]>>[Cl:1][CH2:2][CH2:3][N:4]([CH2:5][CH2:6][Cl:7])[c:8]1[c:9]([N+:20](=[O:21])[O-:22])[cH:10][c:11]([N+:17](=[O:18])[O-:19])[c:12]([C:13](=[O:14])[Cl:25])[cH:16]1. Starting materials: O=C([O-])O, NC(CCCCNC(=O)OCc1ccccc1)C(=O)O, CCO, Cl, O=[N+]([O-])c1ccc(F)cc1, [Na+], [Na+], [OH-], O. RXN SMILES: [C:23](=[O:24])([OH:25])[O-:26].[CH2:1]([c:2]1[cH:3][cH:4][cH:5][cH:6][cH:7]1)[O:8][C:9](=[O:10])[NH:11][CH2:12][CH2:13][CH2:14][CH2:15][CH:16]([NH2:17])[C:18](=[O:19])[OH:20].[CH3:40][CH2:41][OH:42].[ClH:38].[F:28][c:29]1[cH:30][cH:31][c:32]([N+:35](=[O:36])[O-:37])[cH:33][cH:34]1.[Na+:22].[Na+:27].[OH-:21].[OH2:39]>>[CH2:1]([c:2]1[cH:3][cH:4][cH:5][cH:6][cH:7]1)[O:8][C:9](=[O:10])[NH:11][CH2:12][CH2:13][CH2:14][CH2:15][CH:16]([NH:17][c:29]1[cH:30][cH:31][c:32]([N+:35](=[O:36])[O-:37])[cH:33][cH:34]1)[C:18](=[O:19])[OH:20]. The product is O=C(NCCCCC(Nc1ccc([N+](=O)[O-])cc1)C(=O)O)OCc1ccccc1. Reactants: [C@@H]1([C@H](O)[C@@H](O)[C@H](O)[C@H](O1)CO)OC1=NN(C(=C1CC1=CC=C(C=C1)OC(C)C)C)C(C)C (3-(β-D-glucopyranosyloxy)-4-[(4-isopropoxyphenyl)methyl]-1-isopropyl-5-methylpyrazole), ClC(=O)OCC (ethyl chloroformate), O.C(CC(O)(C(=O)O)CC(=O)O)(=O)O (citric acid monohydrate), O (water). Solvent: CC1=NC(=CC(=C1)C)C (2,4,6-trimethylpyridine). Reaction conditions: time 8 hour. The product is C(C)OC(=O)OC[C@@H]1[C@H]([C@@H]([C@H]([C@@H](O1)OC1=NN(C(=C1CC1=CC=C(C=C1)OC(C)C)C)C(C)C)O)O)O (3-(6-O-ethoxycarbonyl-β-D-glucopyranosyloxy)-4-[(4-isopropoxyphenyl)methyl]-1-isopropyl-5-methylpyrazole). The yield is 72.4%. Reaction SMILES: [C@@H:1]1([O:12][C:13]2[C:17]([CH2:18][C:19]3[CH:24]=[CH:23][C:22]([O:25][CH:26]([CH3:28])[CH3:27])=[CH:21][CH:20]=3)=[C:16]([CH3:29])[N:15]([CH:30]([CH3:32])[CH3:31])[N:14]=2)[O:9][C@H:8]([CH2:10][OH:11])[C@@H:6]([OH:7])[C@H:4]([OH:5])[C@H:2]1[OH:3].Cl[C:34]([O:36][CH2:37][CH3:38])=[O:35].O.C(O)(=O)CC(CC(O)=O)(C(O)=O)O.O>CC1C=C(C)C=C(C)N=1>[CH2:37]([O:36][C:34]([O:11][CH2:10][C@H:8]1[O:9][C@@H:1]([O:12][C:13]2[C:17]([CH2:18][C:19]3[CH:24]=[CH:23][C:22]([O:25][CH:26]([CH3:27])[CH3:28])=[CH:21][CH:20]=3)=[C:16]([CH3:29])[N:15]([CH:30]([CH3:32])[CH3:31])[N:14]=2)[C@H:2]([OH:3])[C@@H:4]([OH:5])[C@@H:6]1[OH:7])=[O:35])[CH3:38] |f:2.3|. Procedure: To a solution of 3-(β-D-glucopyranosyloxy)-4-[(4-isopropoxyphenyl)methyl]-1-isopropyl-5-methylpyrazole (0.10 g) in 2,4,6-trimethylpyridine (1 mL) was added ethyl chloroformate (0.072 g), and the mixture was stirred at room temperature overnight. To the reaction mixture were added citric acid monohydrate (3.3 g) and water, and the resulting mixture was purified by ODS solid phase extraction (washing solvent: distilled water, eluent: methanol). Further purification by column chromatography on sili... Yields the product C(C)OC(/C(=C/C(=O)OC)/OC1=CC=C(C=C1)C(F)(F)F)OCC (Z-methyl 4,4-diethoxy-3-(4-trifluoromethylphenoxy)-2-butenoate). Procedure: To a solution of 2.43 g (15 mmol) of 4-trifluoromethylphenol in 40 mL of THF was added 1.12 g (20 mmol) of powdered KOH and 5.28 g (20 mmol) of 18-crown-6. The solution was heated to 50° C. for 15 minutes, whereupon 3.73 g (20 mmol) of methyl 4,4-diethoxy-2-butynoate was added. The mixture was stirred for 30 minutes, then allowed to cool to room temperature. The solution was then poured into water, and extracted 3 times with 40 mL of ethyl acetate. The organic layers were combined, dried (MgSO4)... RXN SMILES: [F:1][C:2]([F:11])([F:10])[C:3]1[CH:8]=[CH:7][C:6]([OH:9])=[CH:5][CH:4]=1.[OH-].[K+].C1OCCOCCOCCOCCOCCOC1.[CH2:32]([O:34][CH:35]([O:42][CH2:43][CH3:44])[C:36]#[C:37][C:38]([O:40][CH3:41])=[O:39])[CH3:33]>C1COCC1.O>[CH2:43]([O:42][CH:35]([O:34][CH2:32][CH3:33])/[C:36](/[O:9][C:6]1[CH:5]=[CH:4][C:3]([C:2]([F:10])([F:11])[F:1])=[CH:8][CH:7]=1)=[CH:37]/[C:38]([O:40][CH3:41])=[O:39])[CH3:44] |f:1.2|. Starting materials: FC(C1=CC=C(C=C1)O)(F)F (4-trifluoromethylphenol), [OH-].[K+] (KOH), C1COCCOCCOCCOCCOCCO1 (18-crown-6), C(C)OC(C#CC(=O)OC)OCC (methyl 4,4-diethoxy-2-butynoate). Run at time 30 minute. Isolated yield 44.2%. The solvent is C1CCOC1 (THF), O (water). The reactants are O=C(C(C)C)CC[C@@H](C)[C@H]1CC[C@H]2[C@@H]3CC=C4C[C@@H](O)CC[C@]4(C)[C@H]3CC[C@]12C (24-ketocholesterol), ClC=1C(C(=C(C(C1Cl)=O)C#N)C#N)=O (2,3-dichloro-5,6-dicyanobenzoquinone). Solvent: O1CCOCC1 (dioxane). Yields the product CC(C)C(CC[C@@H](C)[C@H]1CC[C@H]2[C@@H]3C=CC4=CC(C=C[C@]4(C)[C@H]3CC[C@]12C)=O)=O (cholesta-1,4,6-triene-3,24-dione). RXN SMILES: [O:1]=[C:2]([CH2:6][CH2:7][C@H:8]([C@@H:10]1[C@:28]2([CH3:29])[C@H:13]([C@H:14]3[C@H:25]([CH2:26][CH2:27]2)[C@:23]2([CH3:24])[C:17]([CH2:18][C@H:19]([CH2:21][CH2:22]2)[OH:20])=[CH:16][CH2:15]3)[CH2:12][CH2:11]1)[CH3:9])[CH:3]([CH3:5])[CH3:4].ClC1C(=O)C(C#N)=C(C#N)C(=O)C=1Cl>O1CCOCC1>[CH3:5][CH:3]([C:2](=[O:1])[CH2:6][CH2:7][C@H:8]([C@@H:10]1[C@:28]2([CH3:29])[C@H:13]([C@H:14]3[C@H:25]([CH2:26][CH2:27]2)[C@:23]2([CH3:24])[C:17](=[CH:18][C:19](=[O:20])[CH:21]=[CH:22]2)[CH:16]=[CH:15]3)[CH2:12][CH2:11]1)[CH3:9])[CH3:4]. Procedure details: Fucosterol is oxidized with ozone at low temperatures, and the resulting ozonide is reduced with an acetic acid/zinc system to form 24-ketocholesterol of the following formula ##STR15## in a yield of about 60 to 75%. The resulting 24-ketocholesterol is oxidized, for example, with 2,3-dichloro-5,6-dicyanobenzoquinone (DDQ) under reflux of, for example, dioxane to form cholesta-1,4,6-triene-3,24-dione of the following formula ##STR16## and then this oxidation product is epoxidized at room temperat...